The task is: describe an organic reaction: reactants, conditions, products, and yield. This data is from the Open Reaction Database (ORD), a public repository of structured organic reaction records. The reactants are CC1=CC=C(C=C1)C=1N=C(SC1)C(=O)O (4-(4-methylphenyl)-2-thiazolecarboxylic acid), N,N -carbonyl diimidazole, NC1=NN=NN1 (5-aminotetrazole). Solvent: CN(C)C=O (DMF), CN(C)C=O (DMF). Reaction conditions: time 1 hour. The product is CC1=CC=C(C=C1)C=1N=C(SC1)C(=O)NC1=NN=NN1 (4-(4-methylphenyl)-N-(1H-tetrazole-5-yl)-2-thiazolecarboxamide). Isolated yield 65.8%. RXN SMILES: [CH3:1][C:2]1[CH:7]=[CH:6][C:5]([C:8]2[N:9]=[C:10]([C:13]([OH:15])=O)[S:11][CH:12]=2)=[CH:4][CH:3]=1.[NH2:16][C:17]1[NH:21][N:20]=[N:19][N:18]=1>CN(C=O)C>[CH3:1][C:2]1[CH:7]=[CH:6][C:5]([C:8]2[N:9]=[C:10]([C:13]([NH:16][C:17]3[NH:21][N:20]=[N:19][N:18]=3)=[O:15])[S:11][CH:12]=2)=[CH:4][CH:3]=1. Reported procedure: A mixture of 4-(4-methylphenyl)-2-thiazolecarboxylic acid (300 mg, 1.37 mmol) and N,N -carbonyl diimidazole (CDI) (444.3 mg, 2.74 mmol) dissolved in dry DMF (5 ml) was stirred at room temperature for 1 hour. Under the same conditions, a solution of 5-aminotetrazole (139.5 mg, 1.64 mmol) in dry DMF was added thereto, and the resulting mixture was allowed to react at 85° C. for 2 hours. After removing of the solvent from the reaction mixture by distillation, the residue was treated with water and ... Reactants: FC1=CC=C(C=C1)N1N=C(C=C1)C(=O)OCC (ethyl 1-(4-fluorophenyl)pyrazole-3-carboxylate), [OH-].[Na+] (NaOH). Solvent: CCO.O (EtOH H2O). Run at temperature 50 celsius. Yields the product FC1=CC=C(C=C1)N1N=C(C=C1)C(=O)O (1-(4-fluorophenyl)pyrazole-3-carboxylic acid). The yield is 51.3%. Reaction SMILES: [F:1][C:2]1[CH:7]=[CH:6][C:5]([N:8]2[CH:12]=[CH:11][C:10]([C:13]([O:15]CC)=[O:14])=[N:9]2)=[CH:4][CH:3]=1.[OH-].[Na+]>CCO.O>[F:1][C:2]1[CH:3]=[CH:4][C:5]([N:8]2[CH:12]=[CH:11][C:10]([C:13]([OH:15])=[O:14])=[N:9]2)=[CH:6][CH:7]=1 |f:1.2,3.4|. Procedure: To a solution of ethyl 1-(4-fluorophenyl)pyrazole-3-carboxylate (0.92 g, 3.9 mmol, 1 eq) in 18 mL of EtOH/H2O (1.5:1) was added NaOH (0.47 g, 11.8 mmol, 3 eq). The reaction mixture was heated at 50° C. for 1 h then quenched with H2O and extracted with ethyl acetate. The combined organic layers were concentrated and purified by silica gel column chromatography (EtoAc:MeOH 3:1) to provide 1-(4-fluorophenyl)pyrazole-3-carboxylic acid (0.42 g, 2.0 mmol, 52%). Reactants: BrCc1ccccc1, CSc1ncc(Br)c(=O)[nH]1, C1CCOC1. The product is CSc1ncc(Br)c(=O)n1Cc1ccccc1. RXN SMILES: [Br:11][CH2:12][c:13]1[cH:14][cH:15][cH:16][cH:17][cH:18]1.[Br:1][c:2]1[c:3](=[O:10])[nH:4][c:5]([S:8][CH3:9])[n:6][cH:7]1.[CH2:19]1[O:20][CH2:21][CH2:22][CH2:23]1>>[Br:1][c:2]1[c:3](=[O:10])[n:4]([CH2:12][c:13]2[cH:14][cH:15][cH:16][cH:17][cH:18]2)[c:5]([S:8][CH3:9])[n:6][cH:7]1. Reactants: BrCc1ncc2ccccc2n1, CC(C)(C)OC(=O)N1CCNCC1, CC#N, [I-], [K+], [K+], [Na+], O=C([O-])[O-]. Yields the product CC(c1ncc2ccccc2n1)N1CCN(C(=O)OC(C)(C)C)CC1. As a reaction SMILES: [Br:1][CH2:2][c:3]1[n:4][c:5]2[cH:6][cH:7][cH:8][cH:9][c:10]2[cH:11][n:12]1.[C:13](=[O:14])([O:15][C:16]([CH3:17])([CH3:18])[CH3:19])[N:20]1[CH2:21][CH2:22][NH:23][CH2:24][CH2:25]1.[CH3:34][C:35]#[N:36].[I-:33].[K+:26].[K+:27].[Na+:32].[O-:28][C:29]([O-:30])=[O:31]>>[CH:2]([c:3]1[n:4][c:5]2[cH:6][cH:7][cH:8][cH:9][c:10]2[cH:11][n:12]1)([N:23]1[CH2:22][CH2:21][N:20]([C:13](=[O:14])[O:15][C:16]([CH3:17])([CH3:18])[CH3:19])[CH2:25][CH2:24]1)[CH3:29].